From a dataset of the Open Reaction Database (ORD), a public repository of structured organic reaction records. describe an organic reaction: reactants, conditions, products, and yield Starting materials: [BH4-], CCO, Cl, NC(=NO)c1cccc(Oc2ccc3c(c2)S(=O)(=O)N=CN3CCF)c1, [Na+]. Product: NC(=NO)c1cccc(Oc2ccc3c(c2)S(=O)(=O)NCN3CCF)c1. As a reaction SMILES: [BH4-:1].[CH3:30][CH2:31][OH:32].[ClH:29].[F:3][CH2:4][CH2:5][N:6]1[CH:7]=[N:8][S:9](=[O:27])(=[O:28])[c:10]2[c:11]1[cH:12][cH:13][c:14]([O:16][c:17]1[cH:18][c:19]([C:23]([NH2:24])=[N:25][OH:26])[cH:20][cH:21][cH:22]1)[cH:15]2.[Na+:2]>>[F:3][CH2:4][CH2:5][N:6]1[CH2:7][NH:8][S:9](=[O:27])(=[O:28])[c:10]2[c:11]1[cH:12][cH:13][c:14]([O:16][c:17]1[cH:18][c:19]([C:23]([NH2:24])=[N:25][OH:26])[cH:20][cH:21][cH:22]1)[cH:15]2. The product is Nc1ncnn2c(C(=O)CN3CCOCC3)cc(-c3ccc(NC(=O)Nc4cc(C(F)(F)F)ccc4F)cc3)c12. Reaction SMILES: [Br:1][CH2:2][C:3](=[O:4])[c:5]1[cH:6][c:7](-[c:15]2[cH:16][cH:17][c:18]([NH:21][C:22](=[O:23])[NH:24][c:25]3[c:26]([F:35])[cH:27][cH:28][c:29]([C:31]([F:32])([F:33])[F:34])[cH:30]3)[cH:19][cH:20]2)[c:8]2[c:9]([NH2:14])[n:10][cH:11][n:12][n:13]12.[CH2:36]1[CH2:37][O:38][CH2:39][CH2:40][NH:41]1.[CH2:42]1[O:43][CH2:44][CH2:45][CH2:46]1.[CH3:47][CH2:48][O:49][C:50]([CH3:51])=[O:52].[CH3:53][c:54]1[cH:55][cH:56][cH:57][cH:58][cH:59]1>>[CH2:2]([C:3](=[O:4])[c:5]1[cH:6][c:7](-[c:15]2[cH:16][cH:17][c:18]([NH:21][C:22](=[O:23])[NH:24][c:25]3[c:26]([F:35])[cH:27][cH:28][c:29]([C:31]([F:32])([F:33])[F:34])[cH:30]3)[cH:19][cH:20]2)[c:8]2[c:9]([NH2:14])[n:10][cH:11][n:12][n:13]12)[N:41]1[CH2:36][CH2:37][O:38][CH2:39][CH2:40]1. The reactants are Nc1ncnn2c(C(=O)CBr)cc(-c3ccc(NC(=O)Nc4cc(C(F)(F)F)ccc4F)cc3)c12, C1COCCN1, C1CCOC1, CCOC(C)=O, Cc1ccccc1. Reactants: C(C)OC1=C(C(=O)OCC)C=CC(=C1)C (ethyl 2-ethoxy-4-methylbenzoate), O1CCCC1 (tetrahydrofuran), C(CCC)[Li] (n-butyllithium), C(C)(C)NC(C)C (diisopropylamine), O1CCCC1 (tetrahydrofuran), CN(P(=O)(N(C)C)N(C)C)C (hexamethylphosphoramide). Run in CCOCC (ether). Conditions: temperature -30 celsius, time 30 minute. Yields the product C(C)OC=1C=C(C=CC1C(=O)OCC)CC(=O)O (3-ethoxy-4-(ethoxycarbonyl)phenyl acetic acid). Isolated yield 72.7%. Reaction SMILES: C([Li])CCC.C(NC(C)C)(C)C.CN(C)P(N(C)C)(N(C)C)=[O:16].[CH2:24]([O:26][C:27]1[CH:37]=[C:36]([CH3:38])[CH:35]=[CH:34][C:28]=1[C:29]([O:31][CH2:32][CH3:33])=[O:30])[CH3:25].[O:39]1[CH2:43]CCC1>CCOCC>[CH2:24]([O:26][C:27]1[CH:37]=[C:36]([CH2:38][C:43]([OH:39])=[O:16])[CH:35]=[CH:34][C:28]=1[C:29]([O:31][CH2:32][CH3:33])=[O:30])[CH3:25]. Reported procedure: Under an atmosphere of nitrogen, n-butyllithium (25 ml, 15% w/w solution in hexane) was added to a solution of diisopropylamine (3.6 g) in tetrahydrofuran (30 ml) at −30° C. The mixture was stirred at −30° C. for 30 minutes, cooled to −75° C., and hexamethylphosphoramide (HMPA, 10 g) was added slowly. A solution of ethyl 2-ethoxy-4-methylbenzoate (5 g) in tetrahydrofuran (10 ml) was then added at −75° C. and the mixture was stirred for two hours. Carbon dioxide gas was then purged into the react... Starting materials: C(C)OC1=CC=C(C=C1)C=CCCCCC(=O)O (7-(p-ethoxyphenyl)-6-heptenoic acid). Reagents/catalysts: [Pd] (Pd/C). Yields the product C(C)OC1=CC=C(C=C1)CCCCCCC(=O)O (7-(p-Ethoxyphenyl)heptanoic acid). Yield: 96.7%. As a reaction SMILES: [CH2:1]([O:3][C:4]1[CH:9]=[CH:8][C:7]([CH:10]=[CH:11][CH2:12][CH2:13][CH2:14][CH2:15][C:16]([OH:18])=[O:17])=[CH:6][CH:5]=1)[CH3:2]>[Pd]>[CH2:1]([O:3][C:4]1[CH:9]=[CH:8][C:7]([CH2:10][CH2:11][CH2:12][CH2:13][CH2:14][CH2:15][C:16]([OH:18])=[O:17])=[CH:6][CH:5]=1)[CH3:2]. Procedure details: This compound was synthesized from 7-(p-ethoxyphenyl)-6-heptenoic acid (1.24 g, 5 mmol) and Pd/C (125 mg) by a hydrogenation reaction. Crystallization (petroleum ether) afforded the product (1.21 g, 97%) as white crystals (mp 65-66° C.). IR: 3400-2500, 1715 cm-1 ; 1H-NMR: 1.32 (m, 7H), 1.55 (m, 5H), 2.30 (t, 2H), 2.50 (t, 2H), 3.95 (q, 2H), 6.90 (q, 2H), 10.20 (bs, 1H). Anal. Calcd. for C15H22O3 : C, 71.97, H, 8.86%; Found: C, 71.91, H, 8.87%. Reactants: [Li]C=1SC=CC1 (2-lithiothiophene), solution, COC1=CC=C(C=C1)CCN1CCC(CC1)C(=O)OC (1-[2-(4-methoxyphenyl)ethyl]-4-piperidinecarboxylic acid, methyl ester), [Li]C=1SC=CC1 (2-lithiothiophene), solution. Run in O1CCCC1 (tetrahydrofuran), O1CCCC1 (tetrahydrofuran), O1CCCC1 (tetrahydrofuran). Reaction conditions: temperature -78 celsius, time 3 hour. Product: COC1=CC=C(C=C1)CCN1CCC(CC1)C(O)(C=1SC=CC1)C=1SC=CC1 (α-[1-[2-(4-Methoxyphenyl)ethyl]-4-piperidinyl]-α-(thiophene-2-yl)-2-thiophenemethanol). As a reaction SMILES: [CH3:1][O:2][C:3]1[CH:8]=[CH:7][C:6]([CH2:9][CH2:10][N:11]2[CH2:16][CH2:15][CH:14]([C:17]([O:19]C)=O)[CH2:13][CH2:12]2)=[CH:5][CH:4]=1.[Li][C:22]1[S:23][CH:24]=[CH:25][CH:26]=1>O1CCCC1>[CH3:1][O:2][C:3]1[CH:4]=[CH:5][C:6]([CH2:9][CH2:10][N:11]2[CH2:12][CH2:13][CH:14]([C:17]([C:22]3[S:23][CH:24]=[CH:25][CH:26]=3)([C:22]3[S:23][CH:24]=[CH:25][CH:26]=3)[OH:19])[CH2:15][CH2:16]2)=[CH:7][CH:8]=1. Procedure: Dissolve 1-[2-(4-methoxyphenyl)ethyl]-4-piperidinecarboxylic acid, methyl ester (4.0 g, 14.42 mmol) in anhydrous tetrahydrofuran (100 mL), place under an argon atmosphere and cool to -78° C. Add, by dropwise addition, 2-lithiothiophene (14.42 mL of a 1M solution in tetrahydrofuran, 14.42 mmol) and stir at -78° C. for 3 hours. Add additional 2-lithiothiophene (14.42 mL of a 1M solution in tetrahydrofuran, 14.42 mmol) and stir at -78° C. for 2 hours. Remove the ice bath and allow to warm to room t... Reaction SMILES: C(N[CH:5]([CH3:7])[CH3:6])(C)C.C([Li])CCC.C([N-]C(C)C)(C)C.[Li+].[C:21]([NH:29][C@@H:30]([CH2:36][C:37]1[CH:42]=[CH:41][CH:40]=[CH:39][CH:38]=1)[CH2:31][C:32]([O:34][CH3:35])=[O:33])(=[O:28])[C:22]1[CH:27]=[CH:26][CH:25]=[CH:24][CH:23]=1.COC1C=C[C:48]([S:51]SC)=CC=1.[O:54]1[CH2:58][CH2:57][CH2:56][CH2:55]1>C(OCC)(=O)C.C1C=CC=CC=1.CCCCCC>[C:21]([NH:29][CH:30]([CH2:36][C:37]1[CH:38]=[CH:39][CH:40]=[CH:41][CH:42]=1)[C@H:31]([S:51][CH2:48][C:6]1[CH:5]=[CH:7][C:55]([O:54][CH3:58])=[CH:56][CH:57]=1)[C:32]([O:34][CH3:35])=[O:33])(=[O:28])[C:22]1[CH:23]=[CH:24][CH:25]=[CH:26][CH:27]=1 |f:2.3|. The product is C(C1=CC=CC=C1)(=O)NC([C@@H](C(=O)OC)SCC1=CC=C(C=C1)OC)CC1=CC=CC=C1 ((S)-β-(Benzoylamino)-α-[[(4-methoxyphenyl)methyl]thio]-benzenebutanoic acid, methyl ester). Run in CCCCCC (hexane), C1=CC=CC=C1 (benzene), C(C)(=O)OCC (ethyl acetate). Reaction conditions: time 30 minute. Procedure details: To a solution of freshly distilled diisopropylamine (2.07 ml., 14.8 mmole) in dry tetrahydrofuran (20 ml.) at 0° under argon is added a hexane solution of n-butyl lithium (6.02 ml. of a 2.4 M solution, 14.5 mmole). After stirring at 0° for 30 minutes, the resulting solution of lithium diisopropylamide is cooled to -78° and a solution of (S)-β-(benzoylamino)-benzenebutanoic acid, methyl ester (2.0 g., 6.72 mmole) in tetrahydrofuran (20 ml.) is added dropwise over a period of 5 minutes. After stir... Reactants: C(C)(C)NC(C)C (diisopropylamine), C(CCC)[Li] (n-butyl lithium), O1CCCC1 (tetrahydrofuran), COC1=CC=C(C=C1)SSC ((4-methoxyphenyl)methyl disulfide), O1CCCC1 (tetrahydrofuran), C(C)(C)[N-]C(C)C.[Li+] (lithium diisopropylamide), C(C1=CC=CC=C1)(=O)N[C@H](CC(=O)OC)CC1=CC=CC=C1 ((S)-β-(benzoylamino)-benzenebutanoic acid, methyl ester), O1CCCC1 (tetrahydrofuran), (S)-β-(benzoylamino)-ε-[[(4-methoxyphenyl)methyl]thio]-benzenebutanoic acid, methyl ester, solution. Reactants: C(C)(=O)SC1CC(N1)=O (4-Acetylthioazetidin-2-one), O.C(C=O)(=O)OCC=C (allyl glyoxylate hydrate). Solvent: C1=CC=CC=C1 (benzene). The product is C(C=C)OC(=O)C(N1C(CC1SC(C)=O)=O)O (1-(allyloxycarbonylhydroxymethyl)-4-acetylthioazetidin-2-one). As a reaction SMILES: [C:1]([S:4][CH:5]1[NH:8][C:7](=[O:9])[CH2:6]1)(=[O:3])[CH3:2].O.[C:11]([O:15][CH2:16][CH:17]=[CH2:18])(=[O:14])[CH:12]=[O:13]>C1C=CC=CC=1>[CH2:16]([O:15][C:11]([CH:12]([OH:13])[N:8]1[CH:5]([S:4][C:1](=[O:3])[CH3:2])[CH2:6][C:7]1=[O:9])=[O:14])[CH:17]=[CH2:18] |f:1.2|. Reported procedure: 4-Acetylthioazetidin-2-one (Annalen, 1974, p. 553) (1.4 g) and allyl glyoxylate hydrate (1.5 g) are refluxed for 2 hours in benzene to afford a solution of 1-(allyloxycarbonylhydroxymethyl)-4-acetylthioazetidin-2-one which is cooled and used directly in the next step. The reactants are FC(C(=O)NC(C)=C(C(=O)O)C1=CC=CC=C1)(F)F (α-[1-[(trifluoroacetyl)-amino]-ethylidene]-benzene acetic acid). Reagents/catalysts: [Cr](=O)([O-])[O-].[Cu+2] (copper chromite). Solvent: N1=CC=CC2=CC=CC=C12 (quinoline). Product: CC(=CC1=CC=CC=C1)NC(C(F)(F)F)=O (N-(1methyl-2-phenylethenyl)-2,2,2-trifluoroacetamide). Isolated yield 99.8%. RXN SMILES: [F:1][C:2]([F:19])([F:18])[C:3]([NH:5][C:6](=[C:8]([C:12]1[CH:17]=[CH:16][CH:15]=[CH:14][CH:13]=1)C(O)=O)[CH3:7])=[O:4]>[Cr]([O-])([O-])=O.[Cu+2].N1C2C(=CC=CC=2)C=CC=1>[CH3:7][C:6]([NH:5][C:3](=[O:4])[C:2]([F:1])([F:18])[F:19])=[CH:8][C:12]1[CH:17]=[CH:16][CH:15]=[CH:14][CH:13]=1 |f:1.2|. Procedure details: To 11.7 g of the product of Step B, 60 ml of quinoline and 600 mg of copper chromite were added and the mixture with vigorous stirring was plunged into a metallic bath heated to 230° to 240° C. for 10 minutes. The mixture was cooled and filtered, and the filtrate was taken up in ether, washed with normal hydrochloric acid and then with water, dried and concentrated under reduced pressure to obtain 9.8 g of the expected product. The reactants are BrC1=C(C=C(C=C1C)B1OC(C(O1)(C)C)(C)C)C (2-bromo-1,3-dimethyl-5-(4,4,5,5-tetramethyl-[1,3,2]dioxaborolan-2-yl)-benzene), IC1=NC=CN=C1 (2-iodo-pyrazine), Intermediate 56. The product is BrC1=C(C=C(C=C1C)C1=NC=CN=C1)C (2-(4-Bromo-3,5-dimethyl-phenyl)-pyrazine). Reaction SMILES: [Br:1][C:2]1[C:7]([CH3:8])=[CH:6][C:5](B2OC(C)(C)C(C)(C)O2)=[CH:4][C:3]=1[CH3:18].I[C:20]1[CH:25]=[N:24][CH:23]=[CH:22][N:21]=1>>[Br:1][C:2]1[C:3]([CH3:18])=[CH:4][C:5]([C:20]2[CH:25]=[N:24][CH:23]=[CH:22][N:21]=2)=[CH:6][C:7]=1[CH3:8]. Reported procedure: The title compound is prepared from 2-bromo-1,3-dimethyl-5-(4,4,5,5-tetramethyl-[1,3,2]dioxaborolan-2-yl)-benzene and 2-iodo-pyrazine following a procedure analogous to that described in Step 1 of Intermediate 56. LC (method 9): tR=1.12 min; Mass spectrum (ESI+): m/z=263/265 (Br) [M+H]+. The reactants are [Li]CCCC, C1CCOC1, CCOC(=O)CCCOc1ccc(N2CCOCC2)cc1C(=O)OC, CC(C)NC(C)C. Product: CCOC(=O)C1CCOc2ccc(N3CCOCC3)cc2C1=O. As a reaction SMILES: [CH2:1]([Li:2])[CH2:3][CH2:4][CH3:5].[CH2:31]1[O:32][CH2:33][CH2:34][CH2:35]1.[CH3:6][O:7][C:8](=[O:9])[c:10]1[c:11]([O:12][CH2:13][CH2:14][CH2:15][C:16](=[O:17])[O:18][CH2:19][CH3:20])[cH:21][cH:22][c:23]([N:25]2[CH2:26][CH2:27][O:28][CH2:29][CH2:30]2)[cH:24]1.[CH:36]([NH:37][CH:38]([CH3:39])[CH3:40])([CH3:41])[CH3:42]>>[C:8]1(=[O:9])[c:10]2[c:11]([cH:21][cH:22][c:23]([N:25]3[CH2:26][CH2:27][O:28][CH2:29][CH2:30]3)[cH:24]2)[O:12][CH2:13][CH2:14][CH:15]1[C:16](=[O:17])[O:18][CH2:19][CH3:20].